The task is: describe an organic reaction: reactants, conditions, products, and yield. This data is from the Open Reaction Database (ORD), a public repository of structured organic reaction records. The reactants are C(C)(=O)C=1C(=C2C(=NC1)N(N=C2)CC=2OC=CC2)N2CCCCC2 (5-Acetyl-1-(2-furanyl)methyl-4-piperidino-1H-pyrazolo[3,4-b]pyridine), S(O)(O)(=O)=O (sulfuric acid). Product: C(C)(=O)C=1C(=C2C(=NC1)NN=C2)N2CCCCC2 (5-acetyl-4-piperidino-1H-pyrazolo[3,4-b]pyridine). RXN SMILES: [C:1]([C:4]1[C:5]([N:19]2[CH2:24][CH2:23][CH2:22][CH2:21][CH2:20]2)=[C:6]2[CH:12]=[N:11][N:10](CC3OC=CC=3)[C:7]2=[N:8][CH:9]=1)(=[O:3])[CH3:2].S(=O)(=O)(O)O>>[C:1]([C:4]1[C:5]([N:19]2[CH2:24][CH2:23][CH2:22][CH2:21][CH2:20]2)=[C:6]2[CH:12]=[N:11][NH:10][C:7]2=[N:8][CH:9]=1)(=[O:3])[CH3:2]. Reported procedure: 5-Acetyl-1-(2-furanyl)methyl-4-piperidino-1H-pyrazolo[3,4-b]pyridine is treated with concentrated sulfuric acid according to the procedure in Example 4 to obtain 5-acetyl-4-piperidino-1H-pyrazolo[3,4-b]pyridine. Reactants: B(OC(C)C)(OC(C)C)OC(C)C (triisopropyl borate), solution, C(CCC)[Li] (n-butyllithium), BrC1=CC=2C=CC3=CC(=CC=C3C2C=C1)Br (2,7-dibromophenanthrene), Cl (hydrochloric acid). The solvent is C1CCOC1 (THF), CCCCCC (hexane). Conditions: time 1 hour. The product is BrC1=CC=2C=CC3=CC(=CC=C3C2C=C1)O (2-bromo-7-hydroxyphenanthrene). RXN SMILES: [Br:1][C:2]1[CH:15]=[CH:14][C:13]2[C:12]3[C:7](=[CH:8][C:9](Br)=[CH:10][CH:11]=3)[CH:6]=[CH:5][C:4]=2[CH:3]=1.B(OC(C)C)(OC(C)C)[O:18]C(C)C.C([Li])CCC.Cl>C1COCC1.CCCCCC>[Br:1][C:2]1[CH:15]=[CH:14][C:13]2[C:12]3[C:7](=[CH:8][C:9]([OH:18])=[CH:10][CH:11]=3)[CH:6]=[CH:5][C:4]=2[CH:3]=1. Reported procedure: 25.0 g (74.4 mmol) of 2,7-dibromophenanthrene (CAS No. 62325-30-8) and 24.0 ml (104 mmol) of triisopropyl borate are initially introduced in 750 ml of THF, and 61 ml (97 mmol) of a 15 percent solution of n-butyllithium in hexane are added dropwise at −70° C. When the addition is complete, the batch is left to stir for a further 1 h, hydrolysed using 2 N hydrochloric acid, and the cooling is removed. After addition of MTB ether, the aqueous phase is removed and extracted with MTB ether. The combi... Starting materials: N1=C(C=CC=C1)NC(OC(C)(C)C)=O (tert-Butyl 2-pyridylcarbamate), ClC1=CC(=CC=C1)C(=O)OO (3-chloroperbenzoic acid). Solvent: C(C)(=O)OCC (ethyl acetate). Run at time 20 hour. The product is N1=C(C=CC=C1)[NH+](C(OC(C)(C)C)=O)[O-] (tert-Butyl 2-pyridylcarbamate N-oxide). Yield: 95.1%. RXN SMILES: [N:1]1[CH:6]=[CH:5][CH:4]=[CH:3][C:2]=1[NH:7][C:8](=[O:14])[O:9][C:10]([CH3:13])([CH3:12])[CH3:11].ClC1C=CC=C(C(OO)=[O:23])C=1>C(OCC)(=O)C>[N:1]1[CH:6]=[CH:5][CH:4]=[CH:3][C:2]=1[NH+:7]([O-:23])[C:8](=[O:14])[O:9][C:10]([CH3:11])([CH3:13])[CH3:12]. Reported procedure: tert-Butyl 2-pyridylcarbamate (7.4 g, 38 mmol) and 3-chloroperbenzoic acid (77%, 11.2 g, 50 mmol) were dissolved in ethyl acetate (100 ml), and the mixture was stirred at room temperature for 20 hrs. The solvent was evaporated, and the residue was subjected to a silica gel column chromatography. The fractions eluted with methanol-ethyl acetate (1:20, v/v) were collected and concentrated to give the titled compound (7.6 g, 95%). Conditions: temperature 100 celsius, time 8 hour. Solvent: [Cl-].[Na+].O (brine). Starting materials: CN(C)C=O (DMF), SCC(=O)NC (2-mercapto-N-methylacetamide), NC1=C2N=CN(C2=NC(=N1)Cl)CC1=CC=CC=C1 (6-amino-9-benzyl-2-chloropurine), [H-].[Na+] (Sodium hydride), CCCCCC (hexane). Isolated yield 60.0%. Product: CNC(CC1=NC(=C2N=CN(C2=N1)CC1=CC=CC=C1)N)=S (N-Methyl-(6-amino-9-benzyl-2-purinyl)thioacetamide). Procedure details: Sodium hydride (320 mg, 8 mmol 60% in mineral oil) was washed with hexane. Thereto were added DMF (10 ml), 2-mercapto-N-methylacetamide (1 ml) and 6-amino-9-benzyl-2-chloropurine (200 mg, 0.77 mmol) in order. The mixture was stirred at 100° C. for 8 hours. After addition of saturated brine the reaction mixture was extracted with ethyl acetate. The organic layer was dried on magnesium sulfate and the solvent was removed in vacuo. The residue was purified with silica gel chromatography (3% methano... Reaction SMILES: [H-].[Na+].C[N:4]([CH:6]=O)C.[SH:8]CC(NC)=O.[NH2:14][C:15]1[N:23]=[C:22](Cl)[N:21]=[C:20]2[C:16]=1[N:17]=[CH:18][N:19]2[CH2:25][C:26]1[CH:31]=[CH:30][CH:29]=[CH:28][CH:27]=1.CCCC[CH2:36][CH3:37]>[Cl-].[Na+].O>[CH3:6][NH:4][C:36](=[S:8])[CH2:37][C:22]1[N:21]=[C:20]2[C:16]([N:17]=[CH:18][N:19]2[CH2:25][C:26]2[CH:31]=[CH:30][CH:29]=[CH:28][CH:27]=2)=[C:15]([NH2:14])[N:23]=1 |f:0.1,6.7.8|. Reactants: OC1=C(C(NC2=CC(=CN=C12)CC1=CC=CC=C1)=O)C(=O)OCC (ethyl 4-hydroxy-2-oxo-7-(phenylmethyl)-1,2-dihydro-1,5-naphthyridine-3-carboxylate), C(CC1=CC=CC=C1)N (phenethylamine). Run in C(Cl)Cl (CH2Cl2). The product is OC1=C(C(NC2=CC(=CN=C12)CC1=CC=CC=C1)=O)C(=O)NCCC1=CC=CC=C1 (4-Hydroxy-2-oxo-N-(2-phenylethyl)-7-(phenylmethyl)-1,2-dihydro-1,5-naphthyridine-3-carboxamide). Reaction SMILES: [OH:1][C:2]1[C:11]2[C:6](=[CH:7][C:8]([CH2:12][C:13]3[CH:18]=[CH:17][CH:16]=[CH:15][CH:14]=3)=[CH:9][N:10]=2)[NH:5][C:4](=[O:19])[C:3]=1[C:20](OCC)=[O:21].[CH2:25]([NH2:33])[CH2:26][C:27]1[CH:32]=[CH:31][CH:30]=[CH:29][CH:28]=1>C(Cl)Cl>[OH:1][C:2]1[C:11]2[C:6](=[CH:7][C:8]([CH2:12][C:13]3[CH:18]=[CH:17][CH:16]=[CH:15][CH:14]=3)=[CH:9][N:10]=2)[NH:5][C:4](=[O:19])[C:3]=1[C:20]([NH:33][CH2:25][CH2:26][C:27]1[CH:32]=[CH:31][CH:30]=[CH:29][CH:28]=1)=[O:21]. Procedure: This compound was prepared from ethyl 4-hydroxy-2-oxo-7-(phenylmethyl)-1,2-dihydro-1,5-naphthyridine-3-carboxylate and phenethylamine employing methods similar to those described in Example 2 and was obtained as a white solid: 1H NMR (d6-DMSO) δ 11.90 (1H, br), 10.65 (1H br), 8.30 (1H, br), 7.37-7.22 (1H, m), 4.04 (2H, br s), 3.53 (2H, m, J˜5 Hz), 2.83 (2H, t, J=7 Hz); Anal. Calcd for C24H21N3O3.0.25 CH2Cl2: C, 69.45; H, 5.12; N, 9.92. Found: C, 69.40; H, 4.92; N, 10.11. The reactants are C(C)(C)(C)OC(=O)NCC(=O)N1[C@H](C(=O)OC(C)(C)C)CC[C@@H]1C1=CC=CC=C1 (tert-butyl (2S,5R)-1-(2-tert-butoxycarbonylaminoacetyl)-5-phenylprolinate), I[Si](C)(C)C (iodotrimethylsilane). The solvent is C(Cl)(Cl)Cl (chloroform). Yields the product NCC(=O)N1[C@H](C(=O)OC(C)(C)C)CC[C@@H]1C1=CC=CC=C1 (tert-butyl (2S,5R)-1-(2-aminoacetyl)-5-phenylprolinate). Isolated yield 86.1%. Reaction SMILES: C(OC([NH:8][CH2:9][C:10]([N:12]1[C@@H:23]([C:24]2[CH:29]=[CH:28][CH:27]=[CH:26][CH:25]=2)[CH2:22][CH2:21][C@H:13]1[C:14]([O:16][C:17]([CH3:20])([CH3:19])[CH3:18])=[O:15])=[O:11])=O)(C)(C)C.I[Si](C)(C)C>C(Cl)(Cl)Cl>[NH2:8][CH2:9][C:10]([N:12]1[C@@H:23]([C:24]2[CH:25]=[CH:26][CH:27]=[CH:28][CH:29]=2)[CH2:22][CH2:21][C@H:13]1[C:14]([O:16][C:17]([CH3:20])([CH3:19])[CH3:18])=[O:15])=[O:11]. Procedure: tert-Butyl (2S,5R)-1-(2-aminoacetyl)-5-phenylprolinate may be obtained in a fashion similar to that described in Example 2 A, but starting from 1.22 g of tert-butyl (2S,5R)-1-(2-tert-butoxycarbonylaminoacetyl)-5-phenylprolinate, 0.45 cm3 of iodotrimethylsilane in solution in 30 cm3 of anhydrous chloroform. 0.79 g of tert-butyl (2S,5R)-1-(2-aminoacetyl)-5-phenylprolinate is thus obtained in the form of an oil, used as it is in subsequent syntheses. Run in C1(=CC=CC=C1)C (toluene). Reactants: [N+](=O)([O-])C1=C(OC(C(=O)O)C)C=C(C=C1)OC1=C(C=C(C=C1)C(F)(F)F)Cl (2-[2-nitro-5-(2-chloro-4-trifluoromethylphenoxy)phenoxy]propionic acid), S(=O)(Cl)Cl (thionyl chloride). The product is [N+](=O)([O-])C1=C(OC(C(=O)Cl)C)C=C(C=C1)OC1=C(C=C(C=C1)C(F)(F)F)Cl (2-[2-Nitro-5-(2-chloro-4-trifluoromethylphenoxy)phenoxy]propionyl Chloride). Procedure: 2-[2-nitro-5-(2-chloro-4-trifluoromethylphenoxy)phenoxy]propionic acid (100 grams) and toluene (40 ml) were charged into a glass reaction vessel equipped with a magnetic stirrer. The mixture was heated on a steam bath until a solution was obtained. The solution was allowed to cool and thionyl chloride (100 ml) was added dropwise with stirring. After the addition was completed, the mixture was warmed to 67° C. with continued stirring for a period of about 21/2 hours. After this time the mixture w... As a reaction SMILES: [N+:1]([C:4]1[CH:15]=[CH:14][C:13]([O:16][C:17]2[CH:22]=[CH:21][C:20]([C:23]([F:26])([F:25])[F:24])=[CH:19][C:18]=2[Cl:27])=[CH:12][C:5]=1[O:6][CH:7]([CH3:11])[C:8](O)=[O:9])([O-:3])=[O:2].S(Cl)([Cl:30])=O>C1(C)C=CC=CC=1>[N+:1]([C:4]1[CH:15]=[CH:14][C:13]([O:16][C:17]2[CH:22]=[CH:21][C:20]([C:23]([F:26])([F:25])[F:24])=[CH:19][C:18]=2[Cl:27])=[CH:12][C:5]=1[O:6][CH:7]([CH3:11])[C:8]([Cl:30])=[O:9])([O-:3])=[O:2]. Reaction conditions: temperature 67 celsius. Starting materials: ClC1=CC(=CC(=C1N)Br)Br (6-chloro-2,4-dibromoaniline), BrCC(C)=C(C#N)C#N (2-(2-bromo-1-methylethylidene)malononitrile). Run in C(C)(C)O (isopropanol), O1CCCC1 (tetrahydrofuran). Yields the product NC=1N(C=C(C1C#N)C)C1=C(C=C(C=C1Cl)Br)Br (2-amino-4-methyl-1-(2,4-dibromo-6-chlorophenyl)pyrrole-3-carbonitrile). The yield is 26.3%. Reaction SMILES: [Cl:1][C:2]1[C:7]([NH2:8])=[C:6]([Br:9])[CH:5]=[C:4]([Br:10])[CH:3]=1.Br[CH2:12][C:13](=[C:15]([C:18]#[N:19])[C:16]#[N:17])[CH3:14]>C(O)(C)C.O1CCCC1>[NH2:19][C:18]1[N:8]([C:7]2[C:2]([Cl:1])=[CH:3][C:4]([Br:10])=[CH:5][C:6]=2[Br:9])[CH:12]=[C:13]([CH3:14])[C:15]=1[C:16]#[N:17]. Procedure details: A mixture of 5.3 g of 6-chloro-2,4-dibromoaniline and 3.5 g of 2-(2-bromo-1-methylethylidene)malononitrile was dissolved in a mixed solution of 10 ml of isopropanol and 10 ml of tetrahydrofuran. The reaction mixture was heated for 2 hours while being concentrated at 120° C. Water was poured into the reaction mixture. The reaction mixture was extracted with chloroform. The organic layer was ;washed with a saturated aqueous solution of sodium hydrogencarbonate and was dried over anhydrous sodium s...